describe an organic reaction: reactants, conditions, products, and yield From a dataset of the Open Reaction Database (ORD), a public repository of structured organic reaction records. The reactants are O (water), BrCCCC(=O)OCC (ethyl 4-bromobutyrate), C([O-])([O-])=O.[K+].[K+] (potassium carbonate), FC(C=1C=C(CN(C2=NC=C(C=N2)N2CCOCC2)CC2=C(C=CC(=C2)C(F)(F)F)C=2C(=CC=CC2)O)C=C(C1)C(F)(F)F)(F)F (2′-{[(3,5-Bis-trifluoromethyl-benzyl)-(5-morpholin-4-yl-pyrimidin-2-yl)-amino]-methyl}-4′-trifluoromethyl-biphenyl-2-ol). The solvent is C(C)(=O)OCC (ethyl acetate), CN(C=O)C (N,N-dimethylformamide). Run at temperature 80 celsius, time 2 hour. Product: FC(C=1C=C(CN(C2=NC=C(C=N2)N2CCOCC2)CC2=C(C=CC(=C2)C(F)(F)F)C2=C(C=CC=C2)OCCCC(=O)OCC)C=C(C1)C(F)(F)F)(F)F (ethyl 4-(2′-{[(3,5-bis-trifluoromethyl-benzyl)-(5-morpholin-4-yl-pyrimidin-2-yl)-amino]-methyl}-4′-trifluoromethyl-biphenyl-2-yloxy)-butyrate). RXN SMILES: [F:1][C:2]([F:46])([F:45])[C:3]1[CH:4]=[C:5]([CH:38]=[C:39]([C:41]([F:44])([F:43])[F:42])[CH:40]=1)[CH2:6][N:7]([CH2:20][C:21]1[CH:26]=[C:25]([C:27]([F:30])([F:29])[F:28])[CH:24]=[CH:23][C:22]=1[C:31]1[C:32]([OH:37])=[CH:33][CH:34]=[CH:35][CH:36]=1)[C:8]1[N:13]=[CH:12][C:11]([N:14]2[CH2:19][CH2:18][O:17][CH2:16][CH2:15]2)=[CH:10][N:9]=1.Br[CH2:48][CH2:49][CH2:50][C:51]([O:53][CH2:54][CH3:55])=[O:52].C(=O)([O-])[O-].[K+].[K+].O>CN(C)C=O.C(OCC)(=O)C>[F:46][C:2]([F:1])([F:45])[C:3]1[CH:4]=[C:5]([CH:38]=[C:39]([C:41]([F:43])([F:42])[F:44])[CH:40]=1)[CH2:6][N:7]([CH2:20][C:21]1[CH:26]=[C:25]([C:27]([F:28])([F:29])[F:30])[CH:24]=[CH:23][C:22]=1[C:31]1[CH:36]=[CH:35][CH:34]=[CH:33][C:32]=1[O:37][CH2:48][CH2:49][CH2:50][C:51]([O:53][CH2:54][CH3:55])=[O:52])[C:8]1[N:13]=[CH:12][C:11]([N:14]2[CH2:15][CH2:16][O:17][CH2:18][CH2:19]2)=[CH:10][N:9]=1 |f:2.3.4|. Procedure: 2′-{[(3,5-Bis-trifluoromethyl-benzyl)-(5-morpholin-4-yl-pyrimidin-2-yl)-amino]-methyl}-4′-trifluoromethyl-biphenyl-2-ol (150 mg) is dissolved in N,N-dimethylformamide (3 ml) and thereto are added ethyl 4-bromobutyrate (50 μl) and potassium carbonate (47 mg), and the mixture is stirred at room temperature for 2 hours and at 80° C. for 2 hours. The reaction solution is cooled to room temperature, and thereto are added water and ethyl acetate, and the mixture is separated, and the organic layer is ... Starting materials: COC1=C(CC2=CC=C(C=C2)CCCC(=O)O)C(=C(C(=C1OC)OC)OC)C (4-[4-(2,3,4,5-tetramethoxy-6-methylbenzyl)phenyl]-n-butyric Acid), C(C)#N (acetonitrile), O=[N+]([O-])[O-].[O-][N+]([O-])=O.[O-][N+]([O-])=O.[O-][N+]([O-])=O.[O-][N+]([O-])=O.[O-][N+]([O-])=O.[Ce+4].[NH4+].[NH4+] (CAN). The solvent is O (water). The product is COC=1C(C(=C(C(C1OC)=O)CC1=CC=C(C=C1)CCCC(=O)O)C)=O (4-[4-(5,6-dimethoxy-3-methyl-1,4-benzoquinon-2-ylmethyl)phenyl]-n-butyric Acid). Yield: 64.2%. RXN SMILES: C[O:2][C:3]1[C:21]([O:22][CH3:23])=[C:20]([O:24][CH3:25])[C:19]([O:26]C)=[C:18]([CH3:28])[C:4]=1[CH2:5][C:6]1[CH:11]=[CH:10][C:9]([CH2:12][CH2:13][CH2:14][C:15]([OH:17])=[O:16])=[CH:8][CH:7]=1.C(#N)C.O=[N+]([O-])[O-].[O-][N+](=O)[O-].[O-][N+](=O)[O-].[O-][N+](=O)[O-].[O-][N+](=O)[O-].[O-][N+](=O)[O-].[Ce+4].[NH4+].[NH4+]>O>[CH3:25][O:24][C:20]1[C:19](=[O:26])[C:18]([CH3:28])=[C:4]([CH2:5][C:6]2[CH:11]=[CH:10][C:9]([CH2:12][CH2:13][CH2:14][C:15]([OH:17])=[O:16])=[CH:8][CH:7]=2)[C:3](=[O:2])[C:21]=1[O:22][CH3:23] |f:2.3.4.5.6.7.8.9.10|. Reported procedure: The compound (260 mg, 0.67 mmol) obtained in Step 2, acetonitrile (5 ml), water (1.6 ml), and CAN (920 mg, 1.70 mmol) were used, and a method similar to that described in Step 3 of Example 21 was employed and then the reaction mixture was purified by a silica gel column chromatography (methylene chloride:methanol=9:1) to yield the title compound (154 mg, 0.43 mmol, yield 74%). Reactants: ClC1=C(C(=O)N)C=CC(=C1)F (2-chloro-4-fluorobenzamide), F[B-](F)(F)F.C(C)[O+](CC)CC (triethyloxonium tetrafluoroborate). The product is ClC1=C(C(OCC)=N)C=CC(=C1)F (ethyl 2-chloro-4-fluorobenzimidate). Reaction SMILES: [Cl:1][C:2]1[CH:10]=[C:9]([F:11])[CH:8]=[CH:7][C:3]=1[C:4]([NH2:6])=[O:5].F[B-](F)(F)F.[CH2:17]([O+](CC)CC)[CH3:18]>>[Cl:1][C:2]1[CH:10]=[C:9]([F:11])[CH:8]=[CH:7][C:3]=1[C:4](=[NH:6])[O:5][CH2:17][CH3:18] |f:1.2|. Procedure details: starting from 2-chloro-4-fluorobenzamide and triethyloxonium tetrafluoroborate there is obtained ethyl 2-chloro-4-fluorobenzimidate as an oil; 1H-NMR(CDCl3): 1.43 (t, CH3), 4.40 (q, CH2), 6.9-7.8 (3 aromatic H+NH). Reactants: C1(CC1)CCNC(=O)C=1C=CC(=NC1)C=1CCN(CC1)C(C1=C(C=CC=C1)C(F)(F)F)=O (1′-(2-trifluoromethylbenzoyl)-1′,2′,3′,6′-tetrahydro-[2,4′]bipyridinyl-5-carboxylic acid (2-cyclopropylethyl)amide). Reagents/catalysts: [Pd] (Pd/C). Run in CO (methanol). Run at time 24 hour. Product: C1(CC1)CCNC(=O)C=1C=CC(=NC1)C1CCN(CC1)C(C1=C(C=CC=C1)C(F)(F)F)=O (1′-(2-Trifluoromethylbenzoyl)-1′,2′,3′,4′,5′,6′-Hexahydro-[2,4′]Bipyridinyl-5-Carboxylic Acid (2-Cyclopropylethyl)Amide). The yield is 50.0%. As a reaction SMILES: [CH:1]1([CH2:4][CH2:5][NH:6][C:7]([C:9]2[CH:10]=[CH:11][C:12]([C:15]3[CH2:16][CH2:17][N:18]([C:21](=[O:32])[C:22]4[CH:27]=[CH:26][CH:25]=[CH:24][C:23]=4[C:28]([F:31])([F:30])[F:29])[CH2:19][CH:20]=3)=[N:13][CH:14]=2)=[O:8])[CH2:3][CH2:2]1>CO.[Pd]>[CH:1]1([CH2:4][CH2:5][NH:6][C:7]([C:9]2[CH:10]=[CH:11][C:12]([CH:15]3[CH2:20][CH2:19][N:18]([C:21](=[O:32])[C:22]4[CH:27]=[CH:26][CH:25]=[CH:24][C:23]=4[C:28]([F:31])([F:29])[F:30])[CH2:17][CH2:16]3)=[N:13][CH:14]=2)=[O:8])[CH2:3][CH2:2]1. Reported procedure: To a stirred solution of 1′-(2-trifluoromethylbenzoyl)-1′,2′,3′,6′-tetrahydro-[2,4′]bipyridinyl-5-carboxylic acid (2-cyclopropylethyl)amide (0.030 g, 0.068 mmol) in methanol (5 mL) was added Pd/C (0.010 g, 12 mol %). The mixture was placed under an atmosphere of hydrogen for 24 hours and then filtered through celite. The filtrate was concentrated in vacuo. The crude product was purified by column chromatography to yield the title compound in 50% yield (0.015 g). 1H NMR (300 MHz, CDCl3) δ 8.91 (s... The reactants are CS(=O)C1=NN2C(C=N1)=CC=C2C2=C(C=CC=C2)NS(=O)(=O)C (N-[2-(2-methylsulfinyl-pyrrolo[2,1-f][1,2,4]triazin-7-yl)-phenyl]-methanesulfonamide), CC=1C=C2C=NC(=NN2C1C1=C(C=CC=C1)NS(=O)(=O)C)S(=O)C (N-[2-(6-Methyl-2-methylsulfinyl-pyrrolo[2,1-f][1,2,4]triazin-7-yl)-phenyl]-methanesulfonamide). The product is CS(=O)C1=NN2C(C=N1)=CC(=C2C2=C(C=CC=C2)N(S(=O)(=O)C)C)C (N-[2-(2-Methanesulfinyl-6-methyl-pyrrolo[2,1-f][1,2,4]triazin-7-yl)-phenyl]-N-methyl-methanesulfonamide), CC=1C=C2C=NC(=NN2C1C1=C(C=CC=C1)NS(=O)(=O)C)S(=O)C (N-[2-(6-Methyl-2-methylsulfinyl-pyrrolo[2,1-f][1,2,4]triazin-7-yl)-phenyl]-methanesulfonamide). As a reaction SMILES: [CH3:1][S:2]([C:4]1[N:9]=[CH:8][C:7]2=[CH:10][CH:11]=[C:12]([C:13]3[CH:18]=[CH:17][CH:16]=[CH:15][C:14]=3[NH:19][S:20]([CH3:23])(=[O:22])=[O:21])[N:6]2[N:5]=1)=[O:3].[CH3:24][C:25]1[CH:26]=[C:27]2[N:32]([C:33]=1[C:34]1[CH:39]=[CH:38][CH:37]=[CH:36][C:35]=1[NH:40][S:41]([CH3:44])(=[O:43])=[O:42])[N:31]=[C:30]([S:45]([CH3:47])=[O:46])[N:29]=[CH:28]2>>[CH3:47][S:45]([C:30]1[N:29]=[CH:28][C:27]2=[CH:26][C:25]([CH3:24])=[C:33]([C:34]3[CH:39]=[CH:38][CH:37]=[CH:36][C:35]=3[N:40]([CH3:1])[S:41]([CH3:44])(=[O:42])=[O:43])[N:32]2[N:31]=1)=[O:46].[CH3:24][C:11]1[CH:10]=[C:7]2[N:6]([C:12]=1[C:13]1[CH:18]=[CH:17][CH:16]=[CH:15][C:14]=1[NH:19][S:20]([CH3:23])(=[O:22])=[O:21])[N:5]=[C:4]([S:2]([CH3:1])=[O:3])[N:9]=[CH:8]2. Reported procedure: N-[2-(2-Methanesulfinyl-6-methyl-pyrrolo[2,1-f][1,2,4]triazin-7-yl)-phenyl]-N-methyl-methanesulfonamide was prepared in an analogous fashion to Example 1220 replacing N-[2-(2-methylsulfinyl-pyrrolo[2,1-f][1,2,4]triazin-7-yl)-phenyl]-methanesulfonamide with N-[2-(6-Methyl-2-methylsulfinyl-pyrrolo[2,1-f][1,2,4]triazin-7-yl)-phenyl]-methanesulfonamide to give N-[2-(6-Methyl-2-methylsulfinyl-pyrrolo[2,1-f][1,2,4]triazin-7-yl)-phenyl]-methanesulfonamide as an orange residue, which was used without fu... Starting materials: C([C@@H](CC\C=C/CC)O)O ((R,Z)-oct-5-ene-1,2-diol), [H-].[Na+] (NaH), C(C)(C)C1=C(C(=C(C=C1)S(=O)(=O)Cl)C(C)C)C(C)C (triisopropylbenzenesulfonyl chloride). Run in C1CCOC1 (THF). Run at time 40 minute. The product is C(C\C=C/CC)[C@H]1OC1 ((R,Z)-2-(hex-3-enyl)oxirane). RXN SMILES: [CH2:1]([OH:10])[C@H:2](O)[CH2:3][CH2:4]/[CH:5]=[CH:6]\[CH2:7][CH3:8].[H-].[Na+].C(C1C=CC(S(Cl)(=O)=O)=C(C(C)C)C=1C(C)C)(C)C>C1COCC1>[CH2:3]([C@@H:2]1[CH2:1][O:10]1)[CH2:4]/[CH:5]=[CH:6]\[CH2:7][CH3:8] |f:1.2|. Procedure details: To a solution of (R,Z)-oct-5-ene-1,2-diol (8.50 g, 58.9 mmol) in THF (230 mL) at 0° C. was added NaH (60% dispersion in mineral oil, 7.06 g, 177 mmol) (7.06 g as dispersion). The mixture was warmed to ambient temperature and stirred for 40 min. The reaction was cooled to 0° C. and triisopropylbenzenesulfonyl chloride (20.7 g, 61.8 mmol) was added. The reaction was warmed to room temp, stirred for 1 h, quenched with H2O and extracted with Et2O. The organics were washed with brine, dried over MgSO...